This data is from the Open Reaction Database (ORD), a public repository of structured organic reaction records. The task is: describe an organic reaction: reactants, conditions, products, and yield Procedure: A mixture of 4-propionylamino-3-amino-ethylbenzoate (0.534 g), potassium carbonate (0.374 g), 4-(4-fluorobenzyloxy)benzyl bromide (0.800 g), ethyl acetate (5 ml) and water (3 ml) is stirred for 16 hours at 75° C. The organic layer is concentrated, and ethanol and 36% hydrochloric acid (0.46 g) are added to the obtained residue. The residue is stirred for two hours as it is refluxed by heating. After neutralizing it by adding potassium carbonate, the solvent is concentrated under reduced pressure... The reactants are C(CC)(=O)NC1=C(C(=C(C(=O)[O-])C=C1)CC)N (4-propionylamino-3-amino-ethylbenzoate), C([O-])([O-])=O.[K+].[K+] (potassium carbonate), FC1=CC=C(COC2=CC=C(CBr)C=C2)C=C1 (4-(4-fluorobenzyloxy)benzyl bromide), C(C)(=O)OCC (ethyl acetate). Run in O (water). As a reaction SMILES: [C:1]([NH:5][C:6]1[CH:14]=[CH:13][C:9]([C:10]([O-:12])=[O:11])=[C:8](CC)[C:7]=1[NH2:17])(=O)[CH2:2][CH3:3].C(=O)([O-])[O-].[K+].[K+].[F:24][C:25]1[CH:40]=[CH:39][C:28]([CH2:29][O:30][C:31]2[CH:38]=[CH:37][C:34]([CH2:35]Br)=[CH:33][CH:32]=2)=[CH:27][CH:26]=1.[C:41](OCC)(=O)[CH3:42]>O>[CH2:41]([O:12][C:10]([C:9]1[CH:13]=[CH:14][C:6]2[N:5]=[C:1]([CH2:2][CH3:3])[N:17]([CH2:35][C:34]3[CH:37]=[CH:38][C:31]([O:30][CH2:29][C:28]4[CH:39]=[CH:40][C:25]([F:24])=[CH:26][CH:27]=4)=[CH:32][CH:33]=3)[C:7]=2[CH:8]=1)=[O:11])[CH3:42] |f:1.2.3|. Reaction conditions: temperature 75 celsius, time 16 hour. Yields the product C(C)OC(=O)C=1C=CC2=C(N(C(=N2)CC)CC2=CC=C(C=C2)OCC2=CC=C(C=C2)F)C1 (6-ethoxycarbonyl-2-ethyl-1-[4-(4-fluorobenzyloxy)benzyl]benzimidazole). Conditions: temperature 40 celsius. Starting materials: O1CCCC1 (tetrahydrofuran), C(C)(=O)OC(C)=O (acetic anhydride). Product: CCOCC.C(C)(=O)[O-] (ether acetate). Reaction SMILES: [O:1]1[CH2:5][CH2:4][CH2:3][CH2:2]1.[C:6]([O:9]C(=O)C)(=[O:8])[CH3:7]>C(O)(=O)C>[CH3:3][CH2:2][O:1][CH2:5][CH3:4].[C:6]([O-:9])(=[O:8])[CH3:7] |f:3.4|. Isolated yield 58.2%. The reagents and catalysts are pulverized catalyst. Reported procedure: The obtained catalyst was pulverized into 20-40 mesh. 25 g of the pulverized catalyst was placed in a slurry reactor as mentioned above, 100 g of tetrahydrofuran, 5 g of acetic anhydride and 2 g of acetic acid were added. The temperature of the reactor was raised to 40° C. and reacted for 5 hours. After the completion of the reaction, the catalyst was removed from the mixture by filtration, and the unreacted tetrahydrofuran was recovered by reduced distillation. Polytetramethylene ether acetate ... Solvent: C(C)(=O)O (acetic acid). The reactants are OCCCCBr, O=C([O-])[O-], CN(C)C=O, [K+], [K+], COc1cc2c(Oc3cc4cccnc4nc3C)ccnc2cc1O. Product: COc1cc2c(Oc3cc4cccnc4nc3C)ccnc2cc1OCCCCO. RXN SMILES: [Br:32][CH2:33][CH2:34][CH2:35][CH2:36][OH:37].[C:26](=[O:27])([O-:28])[O-:29].[CH3:38][N:39]([CH3:40])[CH:41]=[O:42].[K+:30].[K+:31].[OH:1][c:2]1[c:3]([O:24][CH3:25])[cH:4][c:5]2[c:6]([O:12][c:13]3[c:14]([CH3:23])[n:15][c:16]4[n:17][cH:18][cH:19][cH:20][c:21]4[cH:22]3)[cH:7][cH:8][n:9][c:10]2[cH:11]1>>[O:1]([c:2]1[c:3]([O:24][CH3:25])[cH:4][c:5]2[c:6]([O:12][c:13]3[c:14]([CH3:23])[n:15][c:16]4[n:17][cH:18][cH:19][cH:20][c:21]4[cH:22]3)[cH:7][cH:8][n:9][c:10]2[cH:11]1)[CH2:33][CH2:34][CH2:35][CH2:36][OH:37]. Starting materials: compound 5.2, ClC=1C=C2C(=C(C=NC2=CC1)C(=O)OCC)NC1=CC(=C(C=C1)N1CCN(CC1)C(CC)=O)C(F)(F)F (ethyl 6-chloro-4-(4-(4-propionylpiperazin-1-yl)-3-(trifluoromethyl)phenylamino)quinoline-3-carboxylate), B(O)O (boronic acid), PdCl2(Ph3P)2, t-Bu Xphos, C(=O)([O-])[O-].[Na+].[Na+] (Na2CO3). Run in O1CCOCC1 (dioxane). Reaction conditions: temperature 100 celsius. Yields the product desired product 5.4, C(CC)(=O)N1CCN(CC1)C1=C(C=C(C=C1)NC1=C(C=NC2=CC=C(C=C12)C=1C=NC2=CC=CC=C2C1)C(=O)OCC)C(F)(F)F (ethyl 4′-(4-(4-propionylpiperazin-1-yl)-3-(trifluoromethyl)phenylamino)-3,6′-biquinoline-3′-carboxylate). Yield: 71.7%. RXN SMILES: Cl[C:2]1[CH:3]=[C:4]2[C:9](=[CH:10][CH:11]=1)[N:8]=[CH:7][C:6]([C:12]([O:14][CH2:15][CH3:16])=[O:13])=[C:5]2[NH:17][C:18]1[CH:23]=[CH:22][C:21]([N:24]2[CH2:29][CH2:28][N:27]([C:30](=[O:33])[CH2:31][CH3:32])[CH2:26][CH2:25]2)=[C:20]([C:34]([F:37])([F:36])[F:35])[CH:19]=1.B(O)O.C([O-])([O-])=O.[Na+].[Na+]>O1CCOCC1>[C:30]([N:27]1[CH2:28][CH2:29][N:24]([C:21]2[CH:22]=[CH:23][C:18]([NH:17][C:5]3[C:4]4[C:9](=[CH:10][CH:11]=[C:2]([C:6]5[CH:7]=[N:8][C:9]6[C:4]([CH:5]=5)=[CH:3][CH:2]=[CH:11][CH:10]=6)[CH:3]=4)[N:8]=[CH:7][C:6]=3[C:12]([O:14][CH2:15][CH3:16])=[O:13])=[CH:19][C:20]=2[C:34]([F:37])([F:35])[F:36])[CH2:25][CH2:26]1)(=[O:33])[CH2:31][CH3:32] |f:2.3.4|. Reported procedure: To a solution of compound 5.2 ethyl 6-chloro-4-(4-(4-propionylpiperazin-1-yl)-3-(trifluoromethyl)phenylamino)quinoline-3-carboxylate (1 g, 1.6 mmol, lequiv.) in dioxane (5 mL) at room temperature was sequentially added 3-qunionline boronic acid 5.3 (350 mg, 2 mmol, 1.1 equiv.), PdCl2(Ph3P)2 (130 mg, 0.19 mmol, 0.1 equiv.), t-Bu-Xphos (78 mg, 0.19 mmol, 0.1 equiv.) and Na2CO3 (1N, 5.5 mL, 5.5 mmol, 3 equiv.). The mixture was degassed, sealed under argon, and heated overnight at 100° C. Upon cooli...